Dataset: the Open Reaction Database (ORD), a public repository of structured organic reaction records. Task: describe an organic reaction: reactants, conditions, products, and yield Reactants: O=S(=O)(Cl)c1ccc(CBr)cc1, COc1ccc(CNCc2ccc(OC)cc2)cc1, ClCCl, O. The product is COc1ccc(CN(Cc2ccc(OC)cc2)S(=O)(=O)c2ccc(CBr)cc2)cc1. Reaction SMILES: [Br:1][CH2:2][c:3]1[cH:4][cH:5][c:6]([S:9](=[O:10])(=[O:11])[Cl:12])[cH:7][cH:8]1.[CH3:13][O:14][c:15]1[cH:16][cH:17][c:18]([CH2:19][NH:20][CH2:21][c:22]2[cH:23][cH:24][c:25]([O:28][CH3:29])[cH:26][cH:27]2)[cH:30][cH:31]1.[Cl:32][CH2:33][Cl:34].[OH2:35]>>[Br:1][CH2:2][c:3]1[cH:4][cH:5][c:6]([S:9](=[O:10])(=[O:11])[N:20]([CH2:19][c:18]2[cH:17][cH:16][c:15]([O:14][CH3:13])[cH:31][cH:30]2)[CH2:21][c:22]2[cH:23][cH:24][c:25]([O:28][CH3:29])[cH:26][cH:27]2)[cH:7][cH:8]1.